This data is from the Open Reaction Database (ORD), a public repository of structured organic reaction records. The task is: describe an organic reaction: reactants, conditions, products, and yield Starting materials: C1=C(C=C2CCCN3C2=C1C1=C3CCCCC1)N (5,6,9,10,11,12-hexahydro-4H,8H-cyclohepta[4,5]pyrrolo[3,2,1-ij]quinolin-2-amine), C(CCCC)(=O)Cl (valeryl chloride), poly-(4-vinylpyridine). The solvent is ClC(C)Cl (dichloroethane). Yields the product C1=C(C=C2CCCN3C2=C1C1=C3CCCCC1)NC(CCCC)=O (N-5,6,9,10,11,12-hexahydro-4H,8H-cyclohepta[4,5]pyrrolo[3,2,1-ij]quinolin-2-ylpentanamide). The yield is 33.0%. RXN SMILES: [CH:1]1[C:10]2[C:11]3[CH2:17][CH2:16][CH2:15][CH2:14][CH2:13][C:12]=3[N:8]3[C:9]=2[C:4]([CH2:5][CH2:6][CH2:7]3)=[CH:3][C:2]=1[NH2:18].[C:19](Cl)(=[O:24])[CH2:20][CH2:21][CH2:22][CH3:23]>ClC(Cl)C>[CH:1]1[C:10]2[C:11]3[CH2:17][CH2:16][CH2:15][CH2:14][CH2:13][C:12]=3[N:8]3[C:9]=2[C:4]([CH2:5][CH2:6][CH2:7]3)=[CH:3][C:2]=1[NH:18][C:19](=[O:24])[CH2:20][CH2:21][CH2:22][CH3:23]. Procedure details: Following the procedure of Example 1, Step 4, 5,6,9,10,11,12-hexahydro-4H,8H-cyclohepta[4,5]pyrrolo[3,2,1-ij]quinolin-2-amine (0.10 g, 0.42 mmol), valeryl chloride (0.049 mL, 0.42 mmol) and poly-(4-vinylpyridine) (600 mg) in dichloroethane (15 mL) provided N-5,6,9,10,11,12-hexahydro-4H,8H-cyclohepta[4,5]pyrrolo[3,2,1-ij]quinolin-2-ylpentanamide (45 mg). MS (ESI) m/z 325; HPLC purity 100% at 210-370 nm, 10.8 min.; 98.4% at 250 nm, 10.8 min.; (Xterra RP18, 3.5 u, 150×4.6 mm column, 1.2 mL/min, 85/...